From a dataset of the Open Reaction Database (ORD), a public repository of structured organic reaction records. describe an organic reaction: reactants, conditions, products, and yield Reactants: ClC1=C(N)C=CC(=C1)Cl (2,4-dichloroaniline), [S-]C#N.[Na+] (sodium thiocyanate), BrBr (bromine). Solvent: C(C)(=O)O (acetic acid). Reaction conditions: time 16 hour. Product: NC=1SC2=C(N1)C(=CC(=C2)Cl)Cl (2-Amino-4,6-dichlorobenzothiazole). Reaction SMILES: BrBr.[Cl:3][C:4]1[CH:10]=[C:9]([Cl:11])[CH:8]=[CH:7][C:5]=1[NH2:6].[S-:12][C:13]#[N:14].[Na+]>C(O)(=O)C>[NH2:14][C:13]1[S:12][C:7]2[CH:8]=[C:9]([Cl:11])[CH:10]=[C:4]([Cl:3])[C:5]=2[N:6]=1 |f:2.3|. Procedure: 197 g (1.23 mol) of bromine were slowly added dropwise, while cooling with ice, to a solution of 200 g (1.23 mol) of 2,4-dichloroaniline and 200 g (2.46 mol) of sodium thiocyanate in 1.5 1 of glacial acetic acid. Stirring was carried out for 16 hours at about 20° C., after which the solid was separated off and washed with 10% strength sodium hydroxide solution and water.